Dataset: the Open Reaction Database (ORD), a public repository of structured organic reaction records. Task: describe an organic reaction: reactants, conditions, products, and yield Reactants: CC#N, CNc1cc(C(=O)N(C)OC)nc(Cl)n1, O=C1CCC(=O)N1Br. The product is CNc1nc(Cl)nc(C(=O)N(C)OC)c1Br. RXN SMILES: [CH3:24][C:25]#[N:26].[Cl:1][c:2]1[n:3][c:4]([NH:14][CH3:15])[cH:5][c:6]([C:8](=[O:9])[N:10]([CH3:11])[O:12][CH3:13])[n:7]1.[O:16]=[C:17]1[N:18]([Br:23])[C:19](=[O:20])[CH2:21][CH2:22]1>>[Cl:1][c:2]1[n:3][c:4]([NH:14][CH3:15])[c:5]([Br:23])[c:6]([C:8](=[O:9])[N:10]([CH3:11])[O:12][CH3:13])[n:7]1. Reactants: C[C@@H]1CNC[C@@H](O1)C (cis-2,6-dimethylmorpholine), BrC1=CC=C(C=C1)OCCCCCCCBr (1-bromo-4-(7-bromoheptyloxy)benzene), C[C@@H]1CNC[C@@H](O1)C (cis-2,6-dimethylmorpholine), C([O-])([O-])=O.[K+].[K+] (potassium carbonate), C(C)(=O)OCC (Ethyl acetate). Yields the product BrC1=CC=C(OCCCCCCCN2C[C@H](O[C@H](C2)C)C)C=C1 (4-[7-(4-bromophenoxy)heptyl]-cis-2,6-dimethylmorpholine). The solvent is CN(C=O)C (N,N-dimethylformamide). Conditions: temperature 70 celsius, time 1 hour. RXN SMILES: [Br:1][C:2]1[CH:7]=[CH:6][C:5]([O:8][CH2:9][CH2:10][CH2:11][CH2:12][CH2:13][CH2:14][CH2:15]Br)=[CH:4][CH:3]=1.[CH3:17][C@H:18]1[O:23][C@@H:22]([CH3:24])[CH2:21][NH:20][CH2:19]1.C(=O)([O-])[O-].[K+].[K+].C(OCC)(=O)C>CN(C)C=O>[Br:1][C:2]1[CH:7]=[CH:6][C:5]([O:8][CH2:9][CH2:10][CH2:11][CH2:12][CH2:13][CH2:14][CH2:15][N:20]2[CH2:19][C@H:18]([CH3:17])[O:23][C@H:22]([CH3:24])[CH2:21]2)=[CH:4][CH:3]=1 |f:2.3.4|. Reported procedure: A mixture of 1-bromo-4-(7-bromoheptyloxy)benzene (4.405 g), cis-2,6-dimethylmorpholine (1.55 ml) and potassium carbonate (2.09 g) in N,N-dimethylformamide (22 ml) was stirred for 1 hour at 70° C. To the reaction mixture was added cis-2,6-dimethylmorpholine (7.75 ml) and stirred for 1 hour at 70° C. Ethyl acetate (100 ml) was added, and the mixture washed with water (50 ml×2) and brine. The separated organic layer was dried over magnesium sulfate and evaporated under reduced pressure to give a cr... The reactants are CCCC=CCO, C[O-], CCOCC, CC(C)O, Cl, O=C1CN2CCC1CC2, [Na+]. Product: OC1CN2CCC1CC2. As a reaction SMILES: [CH2:19]([OH:20])[CH:21]=[CH:22][CH2:23][CH2:24][CH3:25].[CH3:11][O-:12].[CH3:14][CH2:15][O:16][CH2:17][CH3:18].[CH:26]([OH:27])([CH3:28])[CH3:29].[ClH:10].[N:1]12[CH2:2][C:3](=[O:9])[CH:4]([CH2:5][CH2:6]1)[CH2:7][CH2:8]2.[Na+:13]>>[N:1]12[CH2:2][CH:3]([OH:9])[CH:4]([CH2:5][CH2:6]1)[CH2:7][CH2:8]2. Reactants: C[O-], CO, O=c1c(Cl)nc(Cl)cn1-c1ccc(F)cc1, Cl, [Na+]. Product: COc1nc(Cl)cn(-c2ccc(F)cc2)c1=O. Reaction SMILES: [CH3:17][O-:18].[CH3:21][OH:22].[Cl:1][c:2]1[c:3](=[O:16])[n:4](-[c:9]2[cH:10][cH:11][c:12]([F:15])[cH:13][cH:14]2)[cH:5][c:6]([Cl:8])[n:7]1.[ClH:20].[Na+:19]>>[c:2]1([O:18][CH3:17])[c:3](=[O:16])[n:4](-[c:9]2[cH:10][cH:11][c:12]([F:15])[cH:13][cH:14]2)[cH:5][c:6]([Cl:8])[n:7]1. The reactants are OCCONC(=O)C1=CC2=C(N=CN2C[C@H]2OCCCC2)C(=C1NC1=C(C=C(C=C1)Br)Cl)F ((S)-6-(4-bromo-2-chlorophenylamino)-7-fluoro-3-(tetrahydropyran-2-ylmethyl)-3H-benzoimidazole-5-carboxylic acid (2-hydroxyethoxy)-amide), C(C)(C)(C)OO (tert-butyl hydrogen peroxide), N1N=NN=C1 (tetrazole), C(C)(C)N(P(OC(C)(C)C)OC(C)(C)C)C(C)C (di-tertbutyl diisopropyl-phosphoramidite). Run in CN(C)C=O (DMF). Reaction conditions: temperature 0 celsius, time 4 hour. Yields the product C(C)(C)(C)OP(OCCONC(=O)C1=CC2=C(N=CN2CC2OCCCC2)C(=C1NC1=C(C=C(C=C1)Br)Cl)F)(OC(C)(C)C)=O (phosphoric acid mono-(2-{[6-(4-bromo-2-chlorophenylamino)-7-fluoro-3-(tetrahydropyran-2-ylmethyl)-3H-benzoimidazole-5-carbonyl]-aminooxy}-ethyl) ester di-tert-butyl ester). RXN SMILES: [OH:1][CH2:2][CH2:3][O:4][NH:5][C:6]([C:8]1[C:23]([NH:24][C:25]2[CH:30]=[CH:29][C:28]([Br:31])=[CH:27][C:26]=2[Cl:32])=[C:22]([F:33])[C:11]2[N:12]=[CH:13][N:14]([CH2:15][C@@H:16]3[CH2:21][CH2:20][CH2:19][CH2:18][O:17]3)[C:10]=2[CH:9]=1)=[O:7].N1C=NN=N1.C(N(C(C)C)[P:43]([O:49][C:50]([CH3:53])([CH3:52])[CH3:51])[O:44][C:45]([CH3:48])([CH3:47])[CH3:46])(C)C.C([O:61]O)(C)(C)C>CN(C=O)C>[C:50]([O:49][P:43](=[O:61])([O:44][C:45]([CH3:46])([CH3:47])[CH3:48])[O:1][CH2:2][CH2:3][O:4][NH:5][C:6]([C:8]1[C:23]([NH:24][C:25]2[CH:30]=[CH:29][C:28]([Br:31])=[CH:27][C:26]=2[Cl:32])=[C:22]([F:33])[C:11]2[N:12]=[CH:13][N:14]([CH2:15][CH:16]3[CH2:21][CH2:20][CH2:19][CH2:18][O:17]3)[C:10]=2[CH:9]=1)=[O:7])([CH3:51])([CH3:52])[CH3:53]. Procedure details: 401.2 mg of (S)-6-(4-bromo-2-chlorophenylamino)-7-fluoro-3-(tetrahydropyran-2-ylmethyl)-3H-benzoimidazole-5-carboxylic acid (2-hydroxyethoxy)-amide, 78.6 mg of tetrazole and 320 μL of di-tertbutyl diisopropyl-phosphoramidite were dissolved/suspended in 3 mL of anhydrous DMF under an atmosphere of dry N2. The reaction mixture was stirred for about 4 hrs after which time the reaction was cooled to 0° C. and 300 μL of 70% tert-butyl hydrogen peroxide were added. The cooling bath was then taken away...